From a dataset of the Open Reaction Database (ORD), a public repository of structured organic reaction records. describe an organic reaction: reactants, conditions, products, and yield Reactants: C1CCNCC1, CCO, O=Cc1c[nH]c2ncccc12, NS(=O)(=O)c1ccc2c(c1)CC(=O)N2. Product: NS(=O)(=O)c1ccc2c(c1)C(=Cc1c[nH]c3ncccc13)C(=O)N2. RXN SMILES: [CH2:26]1[CH2:27][CH2:28][NH:29][CH2:30][CH2:31]1.[CH3:32][CH2:33][OH:34].[CH:1](=[O:2])[c:3]1[cH:4][nH:5][c:6]2[n:7][cH:8][cH:9][cH:10][c:11]12.[S:12]([NH2:13])(=[O:14])(=[O:15])[c:16]1[cH:17][c:18]2[c:22]([cH:23][cH:24]1)[NH:21][C:20](=[O:25])[CH2:19]2>>[CH:1]([c:3]1[cH:4][nH:5][c:6]2[n:7][cH:8][cH:9][cH:10][c:11]12)=[C:19]1[c:18]2[cH:17][c:16]([S:12]([NH2:13])(=[O:14])=[O:15])[cH:24][cH:23][c:22]2[NH:21][C:20]1=[O:25]. Starting materials: C=CCNC(C)(C)C(N)=O, Cc1c(C(=O)O)nn(-c2ccc(Cl)cc2Cl)c1-c1ccc(Cl)cc1. The product is C=CCN1C(c2nn(-c3ccc(Cl)cc3Cl)c(-c3ccc(Cl)cc3)c2C)=NC(=O)C1(C)C. RXN SMILES: [CH2:25]([CH:26]=[CH2:27])[NH:28][C:29]([C:30](=[O:31])[NH2:32])([CH3:33])[CH3:34].[Cl:1][c:2]1[cH:3][cH:4][c:5](-[c:8]2[c:9]([CH3:24])[c:10]([C:21]([OH:22])=[O:23])[n:11][n:12]2-[c:13]2[c:14]([Cl:20])[cH:15][c:16]([Cl:19])[cH:17][cH:18]2)[cH:6][cH:7]1>>[Cl:1][c:2]1[cH:3][cH:4][c:5](-[c:8]2[c:9]([CH3:24])[c:10]([C:21]3=[N:32][C:30](=[O:31])[C:29]([CH3:33])([CH3:34])[N:28]3[CH2:25][CH:26]=[CH2:27])[n:11][n:12]2-[c:13]2[c:14]([Cl:20])[cH:15][c:16]([Cl:19])[cH:17][cH:18]2)[cH:6][cH:7]1. Reactants: CCCCCC.CC(OCC)=O (hexane EA), CC(C)([O-])C.[K+] (potassium tert-butoxide), C1(=CC=CC=C1)S(=O)(=O)CCS (2-(phenylsulfonyl)ethanethiol), ClC1=C(C(=O)NCC=2SC=CC2)C=CC(=N1)C (2-chloro-6-methyl-N-(thiophen-2-ylmethyl)nicotinamide). Solvent: CN(C)C=O (DMF). Reaction conditions: temperature 0 celsius, time 10 minute. Yields the product C1(=CC=CC=C1)S(=O)(=O)CCSC1=C(C(=O)NCC=2SC=CC2)C=CC(=N1)C (2-[2-(benzenesulfonyl)ethylthio]-6-methyl-N-(2-thienylmethyl)-nicotinamide). The yield is 64.0%. As a reaction SMILES: CC(C)([O-])C.[K+].[C:7]1([S:13]([CH2:16][CH2:17][SH:18])(=[O:15])=[O:14])[CH:12]=[CH:11][CH:10]=[CH:9][CH:8]=1.Cl[C:20]1[N:34]=[C:33]([CH3:35])[CH:32]=[CH:31][C:21]=1[C:22]([NH:24][CH2:25][C:26]1[S:27][CH:28]=[CH:29][CH:30]=1)=[O:23].CCCCCC.CC(=O)OCC>CN(C=O)C>[C:7]1([S:13]([CH2:16][CH2:17][S:18][C:20]2[N:34]=[C:33]([CH3:35])[CH:32]=[CH:31][C:21]=2[C:22]([NH:24][CH2:25][C:26]2[S:27][CH:28]=[CH:29][CH:30]=2)=[O:23])(=[O:15])=[O:14])[CH:8]=[CH:9][CH:10]=[CH:11][CH:12]=1 |f:0.1,4.5|. Procedure details: 336 mg (3.0 mmol) of potassium tert-butoxide were added at 0° C. to a solution of 607 mg (3.0 mmol) of 2-(phenylsulfonyl)ethanethiol in DMF (10 ml). After stirring for 10 min at 0° C., 534 mg (2.0 mmol) of 2-chloro-6-methyl-N-(thiophen-2-ylmethyl)nicotinamide were added and the mixture was then heated for 16 h at 50° C. Dilution with EA and washing with brine were then carried out. The organic phase was dried over Na2SO4, filtered and concentrated in vacuo. CC (hexane/EA 7:3) of the residue yiel... Reactants: CCCCCC=CCC=CCC=CCC=CCCCC(=O)NC(COP(=O)(O)O)C(=O)O, CCC=CCC=CCC=CCC=CCC=CCCCC(=O)O. Product: CCC=CCC=CCC=CCC=CCC=CCCCC(=O)NC(COP(=O)(O)O)C(=O)O. RXN SMILES: [C:1]([CH2:2][CH2:3][CH2:4][CH:5]=[CH:6][CH2:7][CH:8]=[CH:9][CH2:10][CH:11]=[CH:12][CH2:13][CH:14]=[CH:15][CH2:16][CH2:17][CH2:18][CH2:19][CH3:20])(=[O:21])[NH:22][CH:23]([CH2:24][O:25][P:26](=[O:27])([OH:28])[OH:29])[C:30](=[O:31])[OH:32].[C:33]([OH:34])(=[O:35])[CH2:36][CH2:37][CH2:38][CH:39]=[CH:40][CH2:41][CH:42]=[CH:43][CH2:44][CH:45]=[CH:46][CH2:47][CH:48]=[CH:49][CH2:50][CH:51]=[CH:52][CH2:53][CH3:54]>>[C:1]([CH2:2][CH2:3][CH2:4][CH:5]=[CH:6][CH2:7][CH:8]=[CH:9][CH2:10][CH:11]=[CH:12][CH2:13][CH:14]=[CH:15][CH2:16][CH:17]=[CH:18][CH2:19][CH3:20])(=[O:21])[NH:22][CH:23]([CH2:24][O:25][P:26](=[O:27])([OH:28])[OH:29])[C:30](=[O:31])[OH:32].